Task: describe an organic reaction: reactants, conditions, products, and yield. Dataset: the Open Reaction Database (ORD), a public repository of structured organic reaction records The reactants are CC(C)C(=O)Nc1nc2c(ncn2C2OC3(COC(=O)c4ccccc4)COC2C3OCc2ccccc2)c(=O)[nH]1, CCO, CC(=O)O, [Na+], [OH-], c1ccncc1. Product: CC(C)C(=O)Nc1nc2c(ncn2C2OC3(CO)COC2C3OCc2ccccc2)c(=O)[nH]1. As a reaction SMILES: [CH2:1]([c:2]1[cH:3][cH:4][cH:5][cH:6][cH:7]1)[O:8][CH:9]1[C:10]2([CH2:32][O:33][C:34](=[O:35])[c:36]3[cH:37][cH:38][cH:39][cH:40][cH:41]3)[O:11][CH:12]([n:16]3[c:17]4[n:18][c:19]([NH:26][C:27]([CH:28]([CH3:29])[CH3:30])=[O:31])[nH:20][c:21](=[O:25])[c:22]4[n:23][cH:24]3)[CH:13]1[O:14][CH2:15]2.[CH2:54]([OH:55])[CH3:56].[CH3:44][C:45](=[O:46])[OH:47].[Na+:43].[OH-:42].[n:48]1[cH:49][cH:50][cH:51][cH:52][cH:53]1>>[CH2:1]([c:2]1[cH:3][cH:4][cH:5][cH:6][cH:7]1)[O:8][CH:9]1[C:10]2([CH2:32][OH:33])[O:11][CH:12]([n:16]3[c:17]4[n:18][c:19]([NH:26][C:27]([CH:28]([CH3:29])[CH3:30])=[O:31])[nH:20][c:21](=[O:25])[c:22]4[n:23][cH:24]3)[CH:13]1[O:14][CH2:15]2. Reactants: Cl (HCl), BrC=1C(N(C(=CC1O)C)C=1C=C(C(=O)OC)C=CC1C)=O (methyl 3-(3-bromo-4-hydroxy-6-methyl-2-oxopyridin-1(2H)-yl)-4-methylbenzoate), P(=O)([O-])([O-])[O-].[K+].[K+].[K+] (potassium phosphate), ester methyl (+)3-(3-bromo-4-hydroxy-6-methyl-2-oxopyridin-1(2H)-yl)-4-methylbenzoate, [OH-].[Na+] (NaOH). Reaction conditions: temperature 25 celsius, time 42.5 hour. Product: BrC=1C(N(C(=CC1O)C)C=1C=C(C(=O)O)C=CC1C)=O ((−)3-(3-bromo-4-hydroxy-6-methyl-2-oxopyridin-1(2H)-yl)-4-methylbenzoic acid). RXN SMILES: [Br:1][C:2]1[C:3](=[O:21])[N:4]([C:10]2[CH:11]=[C:12]([CH:17]=[CH:18][C:19]=2[CH3:20])[C:13]([O:15]C)=[O:14])[C:5]([CH3:9])=[CH:6][C:7]=1[OH:8].P([O-])([O-])([O-])=O.[K+].[K+].[K+].[OH-].[Na+].Cl>>[Br:1][C:2]1[C:3](=[O:21])[N:4]([C:10]2[CH:11]=[C:12]([CH:17]=[CH:18][C:19]=2[CH3:20])[C:13]([OH:15])=[O:14])[C:5]([CH3:9])=[CH:6][C:7]=1[OH:8] |f:1.2.3.4,5.6|. Procedure: (+/−)Methyl 3-(3-bromo-4-hydroxy-6-methyl-2-oxopyridin-1(2H)-yl)-4-methylbenzoate (4) (1 kg, 2.84 moles) was mixed with 1M dibasic potassium phosphate buffer solution (dibasic potassium phosphate (3.05 kg, 17.5 moles) and water (16.4 L)) and warmed to 25° C. The pH of the solution was adjusted to 9.1 with 10% NaOH solution (about 4.2 L) followed by the addition of Savinase® enzyme (Novozyme, Bagsvaerd, Denmark) and warmed to 30° C. After stirring for about 40-45 hours, the pH of the solution was...